From a dataset of the Open Reaction Database (ORD), a public repository of structured organic reaction records. describe an organic reaction: reactants, conditions, products, and yield The reactants are C(C)OC=C(C(C)=O)C(C)=O (3-(ethoxymethylene)pentane-2,4-dione), FC(CNN)(F)F (2,2,2-trifluoroethylhydrazine), Cl (HCl). Solvent: CO (MeOH), CO (MeOH). Conditions: time 24 hour. Yields the product CC1=C(C=NN1CC(F)(F)F)C(C)=O (1-(5-Methyl-1-(2,2,2-trifluoroethyl)-1H-pyrazol-4-yl)ethanone). Isolated yield 51.0%. Reaction SMILES: C(O[CH:4]=[C:5]([C:9](=O)[CH3:10])[C:6](=[O:8])[CH3:7])C.[F:12][C:13]([F:18])([F:17])[CH2:14][NH:15][NH2:16].Cl>CO>[CH3:10][C:9]1[N:15]([CH2:14][C:13]([F:18])([F:17])[F:12])[N:16]=[CH:4][C:5]=1[C:6](=[O:8])[CH3:7]. Procedure: To a solution of 3-(ethoxymethylene)pentane-2,4-dione (Perkin 1. 2000, 1455-1460, 1.95 g, 12.5 mmol) in MeOH (33 ml) was added a solution of 2,2,2-trifluoroethylhydrazine (1.54 g, 13.5 mmol) and conc.HCl (2.6 ml) in MeOH (10 ml) (pre-cooled at 0° C.) dropwise at −15° C. The resulting mixture was then stirred for 24 h at rt. After removal of the solvent at rt, the residue was basified with 2N NaOH aq, and the aqueous layer was extracted several times with EtOAc. The combined organic extracts were... Starting materials: CCC(C)C(NCCN(Cc1nc2ccccc2n1C)C(=O)OCC1c2ccccc2-c2ccccc21)C(=O)OC(C)(C)C, CCNCC, CN(C)C=O, ClCCCl, O=C(Oc1ccc([N+](=O)[O-])cc1)Oc1ccc([N+](=O)[O-])cc1. The product is CCC(C)C(C(=O)OC(C)(C)C)N1CCN(Cc2nc3ccccc3n2C)C1=O. Reaction SMILES: [C:1]([CH3:2])([CH3:3])([CH3:4])[O:5][C:6]([CH:7]([CH:8]([CH2:9][CH3:10])[CH3:11])[NH:12][CH2:13][CH2:14][N:15]([CH2:16][c:17]1[n:18][c:19]2[c:20]([n:21]1[CH3:22])[cH:23][cH:24][cH:25][cH:26]2)[C:27]([O:29][CH2:28][CH:30]1[c:31]2[cH:32][cH:33][cH:34][cH:35][c:36]2-[c:37]2[c:38]1[cH:39][cH:40][cH:41][cH:42]2)=[O:43])=[O:44].[CH2:45]([NH:46][CH2:47][CH3:48])[CH3:49].[CH3:72][N:73]([CH3:74])[CH:75]=[O:76].[Cl:77][CH2:78][CH2:79][Cl:80].[N+:50]([c:51]1[cH:52][cH:53][c:54]([O:55][C:56](=[O:57])[O:58][c:59]2[cH:60][cH:61][c:62]([N+:63]([O-:64])=[O:65])[cH:66][cH:67]2)[cH:68][cH:69]1)([O-:70])=[O:71]>>[C:1]([CH3:2])([CH3:3])([CH3:4])[O:5][C:6]([CH:7]([CH:8]([CH2:9][CH3:10])[CH3:11])[N:12]1[CH2:13][CH2:14][N:15]([CH2:16][c:17]2[n:18][c:19]3[c:20]([n:21]2[CH3:22])[cH:23][cH:24][cH:25][cH:26]3)[C:27]1=[O:29])=[O:44].